Task: describe an organic reaction: reactants, conditions, products, and yield. Dataset: the Open Reaction Database (ORD), a public repository of structured organic reaction records Reactants: C(C#C)Br (propargyl bromide), [Mg] (magnesium), FC(C(CCCC)=O)F (1,1-difluoro-2-hexanone), mercuric chloride, C(C#C)Br (propargyl bromide). Run in CCOCC (ether), CCOCC (ether). Yields the product FC(C(CC#C)(CCCC)O)F (4-Difluoromethyl-4-hydroxy-1-octyne). Reaction SMILES: [Mg].[CH2:2](Br)[C:3]#[CH:4].[F:6][CH:7]([F:14])[C:8](=[O:13])[CH2:9][CH2:10][CH2:11][CH3:12]>CCOCC>[F:6][CH:7]([F:14])[C:8]([OH:13])([CH2:9][CH2:10][CH2:11][CH3:12])[CH2:4][C:3]#[CH:2]. Procedure: To a stirred suspension of 3.6 g. of magnesium and 30 mg. of mercuric chloride in 0.33 ml. of ether is added 1.5 ml. of propargyl bromide. The mixture is stirred vigorously for several minutes to initiate reaction, then a solution of 15.5 g. of 1,1-difluoro-2-hexanone and 12.1 ml. of propargyl bromide in 33 ml. of ether is added slowly (dropwise) over a 1.5 hour period, so that the mixture remains gently refluxing (25°-30° C.). After addition, the mixture is stirred at room temperature for 30 mi...